Dataset: the Open Reaction Database (ORD), a public repository of structured organic reaction records. Task: describe an organic reaction: reactants, conditions, products, and yield The reactants are [H-].C(C(C)C)[Al+]CC(C)C (Diisobutylaluminium hydride), CC1=C(N=C(O1)C1=CC=CC=C1)COC1=NOC(=C1)C(=O)OC (methyl 3-(5-methyl-2-phenyl-4-oxazolylmethoxy)-5-isooxazolecarboxylate), Cl (hydrochloric acid). Run in O1CCCC1 (tetrahydrofuran). Run at time 30 minute. Yields the product CC1=C(N=C(O1)C1=CC=CC=C1)COC1=NOC(=C1)CO (3-(5-methyl-2-phenyl-4-oxazolylmethoxy)-5-isoxazolylmethanol). Yield: 82.8%. Reaction SMILES: [H-].C([Al+]CC(C)C)C(C)C.[CH3:11][C:12]1[O:16][C:15]([C:17]2[CH:22]=[CH:21][CH:20]=[CH:19][CH:18]=2)=[N:14][C:13]=1[CH2:23][O:24][C:25]1[CH:29]=[C:28]([C:30](OC)=[O:31])[O:27][N:26]=1.Cl>O1CCCC1>[CH3:11][C:12]1[O:16][C:15]([C:17]2[CH:18]=[CH:19][CH:20]=[CH:21][CH:22]=2)=[N:14][C:13]=1[CH2:23][O:24][C:25]1[CH:29]=[C:28]([CH2:30][OH:31])[O:27][N:26]=1 |f:0.1|. Procedure: Diisobutylaluminium hydride (1.0M tetrahydrofuran solution, 60 ml) was added slowly to a solution of methyl 3-(5-methyl-2-phenyl-4-oxazolylmethoxy)-5-isooxazolecarboxylate (7.86 g) in tetrahydrofuran (150 ml) at 0° C., which was stirred at room temperature for 30 minutes. The reaction mixture was poured into dilute hydrochloric acid, which was extracted with ethyl acetate. The ethyl acetate layer was washed with a saturated aqueous sodium chloride solution, dried (MgSO4), and concentrated to obt...